describe an organic reaction: reactants, conditions, products, and yield From a dataset of the Open Reaction Database (ORD), a public repository of structured organic reaction records. Reactants: CC(C)Sc1cccc(-c2nc(=O)c3ccccc3s2)n1, ClC(Cl)Cl, O=C(OO)c1cccc(Cl)c1. The product is CC(C)S(=O)c1cccc(-c2nc(=O)c3ccccc3s2)n1. RXN SMILES: [CH:1]([CH3:2])([CH3:3])[S:4][c:5]1[cH:6][cH:7][cH:8][c:9](-[c:11]2[s:12][c:13]3[c:14]([c:15](=[O:17])[n:16]2)[cH:18][cH:19][cH:20][cH:21]3)[n:10]1.[CH:33]([Cl:34])([Cl:35])[Cl:36].[OH:22][O:23][C:24]([c:25]1[cH:26][c:27]([Cl:28])[cH:29][cH:30][cH:31]1)=[O:32]>>[CH:1]([CH3:2])([CH3:3])[S:4]([c:5]1[cH:6][cH:7][cH:8][c:9](-[c:11]2[s:12][c:13]3[c:14]([c:15](=[O:17])[n:16]2)[cH:18][cH:19][cH:20][cH:21]3)[n:10]1)=[O:22]. Reactants: B, CC(C)(C)OC(=O)N1CCC(C=O)CC1, CN(C)C, Nc1ccc(Cl)cc1C(=O)Nc1ccc(Cl)cn1, [Na+], [OH-], O, Cc1ccc(S(=O)(=O)[O-])cc1, c1ccccc1, c1cc[nH+]cc1. Yields the product CC(C)(C)OC(=O)N1CCC(CNc2ccc(Cl)cc2C(=O)Nc2ccc(Cl)cn2)CC1. RXN SMILES: [BH3:55].[C:1](=[O:2])([O:3][C:4]([CH3:5])([CH3:6])[CH3:7])[N:8]1[CH2:9][CH2:10][CH:11]([CH:14]=[O:15])[CH2:12][CH2:13]1.[CH3:51][N:52]([CH3:53])[CH3:54].[NH2:16][c:17]1[c:18]([C:19](=[O:20])[NH:21][c:22]2[n:23][cH:24][c:25]([Cl:28])[cH:26][cH:27]2)[cH:29][c:30]([Cl:33])[cH:31][cH:32]1.[Na+:63].[OH-:62].[OH2:64].[c:34]1([CH3:35])[cH:36][cH:37][c:38]([S:39]([O-:40])(=[O:41])=[O:42])[cH:43][cH:44]1.[cH:56]1[cH:57][cH:58][cH:59][cH:60][cH:61]1.[nH+:45]1[cH:46][cH:47][cH:48][cH:49][cH:50]1>>[C:1](=[O:2])([O:3][C:4]([CH3:5])([CH3:6])[CH3:7])[N:8]1[CH2:9][CH2:10][CH:11]([CH2:14][NH:16][c:17]2[c:18]([C:19](=[O:20])[NH:21][c:22]3[n:23][cH:24][c:25]([Cl:28])[cH:26][cH:27]3)[cH:29][c:30]([Cl:33])[cH:31][cH:32]2)[CH2:12][CH2:13]1. The reactants are CS(=O)(=O)N1CCC(N)CC1, CO, CN1CCCC1=O, Cn1c(=O)c(Oc2ccc(Cl)cc2)cc2cnc(S(C)(=O)=O)nc21, Cl. The product is Cn1c(=O)c(Oc2ccc(Cl)cc2)cc2cnc(NC3CCN(S(C)(=O)=O)CC3)nc21. RXN SMILES: [CH3:25][S:26](=[O:27])(=[O:28])[N:29]1[CH2:30][CH2:31][CH:32]([NH2:35])[CH2:33][CH2:34]1.[CH3:36][OH:37].[CH3:39][N:40]1[CH2:41][CH2:42][CH2:43][C:44]1=[O:45].[Cl:1][c:2]1[cH:3][cH:4][c:5]([O:6][c:7]2[cH:8][c:9]3[c:10]([n:11][c:12]([S:15]([CH3:16])(=[O:17])=[O:18])[n:13][cH:14]3)[n:19]([CH3:22])[c:20]2=[O:21])[cH:23][cH:24]1.[ClH:38]>>[Cl:1][c:2]1[cH:3][cH:4][c:5]([O:6][c:7]2[cH:8][c:9]3[c:10]([n:11][c:12]([NH:35][CH:32]4[CH2:31][CH2:30][N:29]([S:26]([CH3:25])(=[O:27])=[O:28])[CH2:34][CH2:33]4)[n:13][cH:14]3)[n:19]([CH3:22])[c:20]2=[O:21])[cH:23][cH:24]1. Reactants: COC(=O)C=1OC(=CC1)C=1C=C2C(=NC=NC2=CC1)NC1=CC=C(C=C1)OCC1=CC=CC=C1 (5-(4-(4-Benzyloxy-phenylamino)-quinazolin-6-yl)-furan-2-carboxylic acid methyl ester), C(Cl)(Cl)Cl (CHCl3). Run in CCO (EtOH), [OH-].[Na+] (NaOH). Conditions: time 15 minute. The product is Cl.C(C1=CC=CC=C1)OC1=CC=C(C=C1)NC1=NC=NC2=CC=C(C=C12)C1=CC=C(O1)C(=O)O (5-(4-(4-Benzyloxy-phenylamino)-quinazolin-6-yl)-furan-2-carboxylic acid hydrochloride). As a reaction SMILES: C[O:2][C:3]([C:5]1[O:6][C:7]([C:10]2[CH:11]=[C:12]3[C:17](=[CH:18][CH:19]=2)[N:16]=[CH:15][N:14]=[C:13]3[NH:20][C:21]2[CH:26]=[CH:25][C:24]([O:27][CH2:28][C:29]3[CH:34]=[CH:33][CH:32]=[CH:31][CH:30]=3)=[CH:23][CH:22]=2)=[CH:8][CH:9]=1)=[O:4].C(Cl)(Cl)[Cl:36]>CCO.[OH-].[Na+]>[ClH:36].[CH2:28]([O:27][C:24]1[CH:23]=[CH:22][C:21]([NH:20][C:13]2[C:12]3[C:17](=[CH:18][CH:19]=[C:10]([C:7]4[O:6][C:5]([C:3]([OH:4])=[O:2])=[CH:9][CH:8]=4)[CH:11]=3)[N:16]=[CH:15][N:14]=2)=[CH:26][CH:25]=1)[C:29]1[CH:34]=[CH:33][CH:32]=[CH:31][CH:30]=1 |f:3.4,5.6|. Procedure: 5-(4-(4-Benzyloxy-phenylamino)-quinazolin-6-yl)-furan-2-carboxylic acid methyl ester (0.150 g, 0.332 mmol) was suspended in a mixture of EtOH (2 ml) and 2N aqueous NaOH (2 ml). The mixture was stirred at room temperature for 15 mins. To facilitate dissolution, CHCl3 (2 ml) was added and stirring was continued for 3 days, by which time tlc showed there to be no remaining starting material. The organic solvents were removed in vacuo and the residue diluted with water and treated with 2N aqueous HC... Starting materials: CS(=O)(=O)c1nccc(-n2cnc3ccccc32)n1, NCc1cc(Cl)cc(Cl)c1. Product: Clc1cc(Cl)cc(CNc2nccc(-n3cnc4ccccc43)n2)c1. As a reaction SMILES: [CH3:1][S:2](=[O:3])(=[O:4])[c:5]1[n:6][cH:7][cH:8][c:9](-[n:11]2[cH:12][n:13][c:14]3[c:15]2[cH:16][cH:17][cH:18][cH:19]3)[n:10]1.[Cl:20][c:21]1[cH:22][c:23]([CH2:24][NH2:25])[cH:26][c:27]([Cl:29])[cH:28]1>>[c:5]1([NH:25][CH2:24][c:23]2[cH:22][c:21]([Cl:20])[cH:28][c:27]([Cl:29])[cH:26]2)[n:6][cH:7][cH:8][c:9](-[n:11]2[cH:12][n:13][c:14]3[c:15]2[cH:16][cH:17][cH:18][cH:19]3)[n:10]1. Starting materials: NC1=C(N=C(N1)C(=O)OCC)CC1=C(C=CC=C1)F (ethyl 5-amino-4-(2-fluorobenzyl)-1H-imidazole-2-carboxylate), COC(CC(OC)OC)OC (1,1,3,3-tetramethoxypropane). Run in C(C)O (ethanol), CO (methanol). Yields the product FC1=C(CC=2N=C(N3C2N=CC=C3)C(=O)OCC)C=CC=C1 (Ethyl 8-(2-fluorobenzyl)imidazo[1,5-a]pyrimidine-6-carboxylate). RXN SMILES: [NH2:1][C:2]1[NH:6][C:5]([C:7]([O:9][CH2:10][CH3:11])=[O:8])=[N:4][C:3]=1[CH2:12][C:13]1[CH:18]=[CH:17][CH:16]=[CH:15][C:14]=1[F:19].CO[CH:22](OC)[CH2:23][CH:24](OC)OC>C(O)C.CO>[F:19][C:14]1[CH:15]=[CH:16][CH:17]=[CH:18][C:13]=1[CH2:12][C:3]1[N:4]=[C:5]([C:7]([O:9][CH2:10][CH3:11])=[O:8])[N:6]2[CH:24]=[CH:23][CH:22]=[N:1][C:2]=12. Procedure: 50 mg (0.19 mmol) of ethyl 5-amino-4-(2-fluorobenzyl)-1H-imidazole-2-carboxylate from example 9A are heated in 0.5 ml of ethanol to reflux and a solution of 34 mg (0.21 mmol) of 1,1,3,3-tetramethoxypropane in 1.0 ml of methanol is added dropwise. The mixture is then stirred under reflux for 45 min. The product is purified directly by preparative HPLC. 37 mg (65% of theory) of the desired compound are obtained. Starting materials: IC1=CC=C(C(C=O)=C1)O (5-iodosalicylaldehyde), C(=O)([O-])[O-].[K+].[K+] (K2CO3), BrCCO[Si](C)(C)C(C)(C)C ((2-bromo-ethoxy)-tert-butyl-dimethyl-silane). The solvent is CN(C=O)C (N,N-dimethylformamide), C(C)(=O)OCC (ethyl acetate). Conditions: temperature 65 celsius. Product: C(C)(C)(C)[Si](OCCOC1=C(C=O)C=C(C=C1)I)(C)C (2-[2-(tert-butyl-dimethyl-silanyloxy)-ethoxy]-5-iodo-benzaldehyde). Isolated yield 91.5%. RXN SMILES: [I:1][C:2]1[CH:9]=[C:6]([CH:7]=[O:8])[C:5]([OH:10])=[CH:4][CH:3]=1.C([O-])([O-])=O.[K+].[K+].Br[CH2:18][CH2:19][O:20][Si:21]([C:24]([CH3:27])([CH3:26])[CH3:25])([CH3:23])[CH3:22]>CN(C)C=O.C(OCC)(=O)C>[C:24]([Si:21]([CH3:23])([CH3:22])[O:20][CH2:19][CH2:18][O:10][C:5]1[CH:4]=[CH:3][C:2]([I:1])=[CH:9][C:6]=1[CH:7]=[O:8])([CH3:27])([CH3:26])[CH3:25] |f:1.2.3|. Procedure details: To a solution of 5-iodosalicylaldehyde (6.68 g, 26.9 mmol) (Aldrich) in N,N-dimethylformamide (150 mL) was added anhydrous K2CO3 (11.17 g, 80.7 mmol), and (2-bromo-ethoxy)-tert-butyl-dimethyl-silane (7.74 g, 32.3 mmol, Aldrich). The reaction mixture was heated at 65° C. for 18 h. The crude was cooled to room temperature, diluted with ethyl acetate, washed with water, brine. The organic layer was separated, dried over MgSO4, concentrated to give 2-[2-(tert-butyl-dimethyl-silanyloxy)-ethoxy]-5-iod... Reactants: C(C)(=O)NC(COC(C)=O)(COC(C)=O)CC1=CC=C(C=C1)S(=O)CCCCCCCC (2-acetamido-1,3-diacetoxy-2-(4-octylsulfinylbenzyl)propane), ClC1=CC(=CC=C1)C(=O)OO (m-chloroperbenzoic acid), [OH-].[Ca+2].[OH-] (Calcium hydroxide). Run in C(Cl)(Cl)Cl (chloroform). Reaction conditions: time 2.5 hour. Product: C(C)(=O)NC(COC(C)=O)(COC(C)=O)CC1=CC=C(C=C1)S(=O)(=O)CCCCCCCC (2-Acetamido-1,3-diacetoxy-2-(4-octylsulfonylbenzyl)-propane). The yield is 47.5%. RXN SMILES: [C:1]([NH:4][C:5]([CH2:16][C:17]1[CH:22]=[CH:21][C:20]([S:23]([CH2:25][CH2:26][CH2:27][CH2:28][CH2:29][CH2:30][CH2:31][CH3:32])=[O:24])=[CH:19][CH:18]=1)([CH2:11][O:12][C:13](=[O:15])[CH3:14])[CH2:6][O:7][C:8](=[O:10])[CH3:9])(=[O:3])[CH3:2].ClC1C=CC=C(C(OO)=[O:41])C=1.[OH-].[Ca+2].[OH-]>C(Cl)(Cl)Cl>[C:1]([NH:4][C:5]([CH2:16][C:17]1[CH:22]=[CH:21][C:20]([S:23]([CH2:25][CH2:26][CH2:27][CH2:28][CH2:29][CH2:30][CH2:31][CH3:32])(=[O:41])=[O:24])=[CH:19][CH:18]=1)([CH2:6][O:7][C:8](=[O:10])[CH3:9])[CH2:11][O:12][C:13](=[O:15])[CH3:14])(=[O:3])[CH3:2] |f:2.3.4|. Procedure: To a solution (10 ml) of 2-acetamido-1,3-diacetoxy-2-(4-octylsulfinylbenzyl)propane (330 mg) in chloroform was added m-chloroperbenzoic acid (244 mg) under ice-cooling. The mixture was stirred for 2.5 hours and then at room temperature for 1.5 hours. Calcium hydroxide (0.1 g) was added to the reaction mixture and the mixture was stirred at room temperature for 45 minutes. The insoluble matters were filtered off and the filtrate was concentrated under reduced pressure. The residue was recrystalli... Yield: 97.4%. Solvent: O (water). Product: C(C1=CC=CC=C1)OC=1C(=C(C(=O)OC)C=CC1Br)[N+](=O)[O-] (Methyl 3-(benzyloxy)-4-bromo-2-nitrobenzoate). As a reaction SMILES: [Br:1][C:2]1[CH:11]=[CH:10][C:5]([C:6]([O:8][CH3:9])=[O:7])=[C:4]([N+:12]([O-:14])=[O:13])[C:3]=1[OH:15].C(=O)([O-])[O-].[K+].[K+].CN(C)C=O.[CH2:27](Br)[C:28]1[CH:33]=[CH:32][CH:31]=[CH:30][CH:29]=1>O>[CH2:27]([O:15][C:3]1[C:4]([N+:12]([O-:14])=[O:13])=[C:5]([CH:10]=[CH:11][C:2]=1[Br:1])[C:6]([O:8][CH3:9])=[O:7])[C:28]1[CH:33]=[CH:32][CH:31]=[CH:30][CH:29]=1 |f:1.2.3|. Starting materials: BrC1=C(C(=C(C(=O)OC)C=C1)[N+](=O)[O-])O (methyl 4-bromo-3-hydroxy-2-nitrobenzoate), C([O-])([O-])=O.[K+].[K+] (potassium carbonate), CN(C=O)C (N,N-dimethylformamide), C(C1=CC=CC=C1)Br (benzyl bromide). Conditions: temperature 60 celsius, time 1 hour. Procedure: A solution of methyl 4-bromo-3-hydroxy-2-nitrobenzoate (5.41 g, 19.6 mmol) and potassium carbonate (5.42 g, 39.2 mmol) in N,N-dimethylformamide (30 mL, 387 mmol) was treated with benzyl bromide (3.26 mL, 27.4 mmol) and stirred at 60° C. for 1 h. The reaction mixture was diluted with water (250 mL) and extracted with ethyl acetate (2×150 mL). The combined organic extracts were washed with brine, dried over sodium sulfate, filtered, and concentrated to give a crude tan oil. Purification by flash c... Starting materials: CN1C(=O)CCC2(C)C1=CCC1C2CCC2(C)C(C(=O)O)CCC12, CC(C)(N)c1cccs1. Product: CN1C(=O)CCC2(C)C1=CCC1C2CCC2(C)C(C(=O)NC(C)(C)c3cccs3)CCC12. Reaction SMILES: [CH3:1][N:2]1[C:3]2=[CH:4][CH2:5][CH:6]3[CH:7]4[CH2:8][CH2:9][CH:10]([C:22](=[O:23])[OH:24])[C:11]4([CH3:12])[CH2:13][CH2:14][CH:15]3[C:16]2([CH3:21])[CH2:17][CH2:18][C:19]1=[O:20].[CH3:25][C:26]([CH3:27])([c:28]1[s:29][cH:30][cH:31][cH:32]1)[NH2:33]>>[CH3:1][N:2]1[C:3]2=[CH:4][CH2:5][CH:6]3[CH:7]4[CH2:8][CH2:9][CH:10]([C:22](=[O:23])[NH:33][C:26]([CH3:25])([CH3:27])[c:28]5[s:29][cH:30][cH:31][cH:32]5)[C:11]4([CH3:12])[CH2:13][CH2:14][CH:15]3[C:16]2([CH3:21])[CH2:17][CH2:18][C:19]1=[O:20].